From a dataset of the Open Reaction Database (ORD), a public repository of structured organic reaction records. describe an organic reaction: reactants, conditions, products, and yield Reactants: CC1(CO)CCN(C(=O)OC(C)(C)C)CC1, CS(=O)(=O)Cl, ClCCl, c1ccncc1. Product: CC1(COS(C)(=O)=O)CCN(C(=O)OC(C)(C)C)CC1. Reaction SMILES: [C:1]([CH3:2])([CH3:3])([CH3:4])[O:5][C:6](=[O:7])[N:8]1[CH2:9][CH2:10][C:11]([CH3:14])([CH2:15][OH:16])[CH2:12][CH2:13]1.[CH3:23][S:24]([Cl:25])(=[O:26])=[O:27].[Cl:28][CH2:29][Cl:30].[cH:17]1[cH:18][cH:19][n:20][cH:21][cH:22]1>>[C:1]([CH3:2])([CH3:3])([CH3:4])[O:5][C:6](=[O:7])[N:8]1[CH2:9][CH2:10][C:11]([CH3:14])([CH2:15][O:16][S:24]([CH3:23])(=[O:26])=[O:27])[CH2:12][CH2:13]1. Reactants: CCN(C(C)C)C(C)C, O=c1ccc2ccc(OCCCCl)cc2o1, NCC1COc2ccc(Cl)cc2O1, [I-], [Na+], CN(C)C=O. Yields the product O=c1ccc2ccc(OCCCNCC3COc4ccc(Cl)cc4O3)cc2o1. As a reaction SMILES: [CH:30]([N:31]([CH:32]([CH3:33])[CH3:34])[CH2:35][CH3:36])([CH3:37])[CH3:38].[Cl:14][CH2:15][CH2:16][CH2:17][O:18][c:19]1[cH:20][cH:21][c:22]2[cH:23][cH:24][c:25](=[O:29])[o:26][c:27]2[cH:28]1.[Cl:1][c:2]1[cH:3][cH:4][c:5]2[c:6]([cH:13]1)[O:7][CH:8]([CH2:11][NH2:12])[CH2:9][O:10]2.[I-:40].[Na+:39].[O:41]=[CH:42][N:43]([CH3:44])[CH3:45]>>[Cl:1][c:2]1[cH:3][cH:4][c:5]2[c:6]([cH:13]1)[O:7][CH:8]([CH2:11][NH:12][CH2:15][CH2:16][CH2:17][O:18][c:19]1[cH:20][cH:21][c:22]3[cH:23][cH:24][c:25](=[O:29])[o:26][c:27]3[cH:28]1)[CH2:9][O:10]2. Reactants: C(=O)N1CCNCC1 (1-formylpiperazine), BrCCCCl (1-bromo-3-chloropropane). Reaction conditions: time 3 hour. As a reaction SMILES: [CH:1]([N:3]1[CH2:8][CH2:7][NH:6][CH2:5][CH2:4]1)=[O:2].Br[CH2:10][CH2:11][CH2:12][Cl:13]>ClC1C=CC=CC=1>[CH:1]([N:3]1[CH2:8][CH2:7][N:6]([CH2:10][CH2:11][CH2:12][Cl:13])[CH2:5][CH2:4]1)=[O:2]. Solvent: ClC1=CC=CC=C1 (chlorobenzene). Procedure details: A mixture of 1-formylpiperazine (5.7 g, 50 mmol),1-bromo-3-chloropropane (7.2 ml, 11.8 g, 75 mmol) and chlorobenzene (30 ml) was stirred at 100°-105° C. for 3 hours. After cooling the separated 1-formylpiperazine hydrochloride (4.58 g, yield: 94.4%) was filtered off and the filtrate concentrated. The residue was chromatographed on a silica gel column eluting with a 8:2 mixture of ethyl acetate and methanol to afford 2.46 g of the oily title compound, yield: 51.6%. Yields the product C(=O)N1CCN(CC1)CCCCl (1-Formyl-4-(3-chloropropyl)piperazine). Yield: 48.0%. The product is C(C)OC(=O)N1C[C@H]([C@H](CC1)OC1=CC=C(C=C1)F)C1=CC=CC=C1 (Cis-1-ethoxycarbonyl-4-(4-fluorophenoxy)-3-phenylpiperidine). Procedure: To a stirred mixture of 8.73 g of trans-1-ethoxycarbonyl-3-phenyl-4-piperidinol, 4.32 g of 4-fluorophenol, 10.1 g of triphenylphosphine and 350 ml of benzene is added dropwise, at 5° C. under nitrogen, a solution of 6.71 g of diethyl azodicarboxylate in 350 ml of benzene. After the addition is complete, the mixture is stirred overnight at room temperature. The reaction mixture is processed according to the procedure of Example 70 to give product as a gum. Reactants: N(=NC(=O)OCC)C(=O)OCC (diethyl azodicarboxylate), C(C)OC(=O)N1C[C@H]([C@@H](CC1)O)C1=CC=CC=C1 (trans-1-ethoxycarbonyl-3-phenyl-4-piperidinol), FC1=CC=C(C=C1)O (4-fluorophenol), C1(=CC=CC=C1)P(C1=CC=CC=C1)C1=CC=CC=C1 (triphenylphosphine). Solvent: C1=CC=CC=C1 (benzene), C1=CC=CC=C1 (benzene). As a reaction SMILES: [CH2:1]([O:3][C:4]([N:6]1[CH2:11][CH2:10][C@@H:9]([OH:12])[C@H:8]([C:13]2[CH:18]=[CH:17][CH:16]=[CH:15][CH:14]=2)[CH2:7]1)=[O:5])[CH3:2].[F:19][C:20]1[CH:25]=[CH:24][C:23](O)=[CH:22][CH:21]=1.C1(P(C2C=CC=CC=2)C2C=CC=CC=2)C=CC=CC=1.N(C(OCC)=O)=NC(OCC)=O>C1C=CC=CC=1>[CH2:1]([O:3][C:4]([N:6]1[CH2:11][CH2:10][C@H:9]([O:12][C:23]2[CH:24]=[CH:25][C:20]([F:19])=[CH:21][CH:22]=2)[C@H:8]([C:13]2[CH:14]=[CH:15][CH:16]=[CH:17][CH:18]=2)[CH2:7]1)=[O:5])[CH3:2]. Reaction conditions: time 8 hour. The reactants are CN(C)C=O, [N-]=[N+]=NCCN1CCNC(=O)C1=O, C1CCC2=NCCCN2CC1, O=C(C=Cc1cccnc1)OC(c1ccccc1)c1ccccc1. Product: [N-]=[N+]=NCCN1CCN(C(CC(=O)OC(c2ccccc2)c2ccccc2)c2cccnc2)C(=O)C1=O. As a reaction SMILES: [CH3:49][N:50]([CH3:51])[CH:52]=[O:53].[N:1](=[N+:2]=[N-:3])[CH2:4][CH2:5][N:6]1[C:7](=[O:13])[C:8](=[O:12])[NH:9][CH2:10][CH2:11]1.[N:38]12[CH2:39][CH2:40][CH2:41][N:42]=[C:43]1[CH2:44][CH2:45][CH2:46][CH2:47][CH2:48]2.[n:14]1[cH:15][c:16]([CH:20]=[CH:21][C:22](=[O:23])[O:24][CH:25]([c:26]2[cH:27][cH:28][cH:29][cH:30][cH:31]2)[c:32]2[cH:33][cH:34][cH:35][cH:36][cH:37]2)[cH:17][cH:18][cH:19]1>>[N:1](=[N+:2]=[N-:3])[CH2:4][CH2:5][N:6]1[C:7](=[O:13])[C:8](=[O:12])[N:9]([CH:20]([c:16]2[cH:15][n:14][cH:19][cH:18][cH:17]2)[CH2:21][C:22](=[O:23])[O:24][CH:25]([c:26]2[cH:27][cH:28][cH:29][cH:30][cH:31]2)[c:32]2[cH:33][cH:34][cH:35][cH:36][cH:37]2)[CH2:10][CH2:11]1.